This data is from the Open Reaction Database (ORD), a public repository of structured organic reaction records. The task is: describe an organic reaction: reactants, conditions, products, and yield Starting materials: CC1=CC=C(C2=CC=CC=C12)C1=CC(=C2C=CC3=C(C=CC4=CC=C1C2=C34)C3=CC=C(C4=CC=CC=C34)C)C3=CC=C(C4=CC=CC=C34)C (1,3,6-tri(4-methylnaphthalene-1-yl)pyrene), BrN1C(CCC1=O)=O (N-bromosuccinimide), CN(C=O)C (dimethylformamide). Run in O (water). Yields the product BrC1=CC(=C2C=CC3=C(C=C(C4=CC=C1C2=C34)C3=CC=C(C4=CC=CC=C34)C)C3=CC=C(C4=CC=CC=C34)C)C3=CC=C(C4=CC=CC=C34)C (1-bromo-3,6,8-tri(4-methylnaphthalene-1-yl)pyrene). Yield: 70.1%. As a reaction SMILES: [CH3:1][C:2]1[C:11]2[C:6](=[CH:7][CH:8]=[CH:9][CH:10]=2)[C:5]([C:12]2[C:25]3[C:26]4=[C:27]5[C:22](=[CH:23][CH:24]=3)[CH:21]=[CH:20][C:19]([C:28]3[C:37]6[C:32](=[CH:33][CH:34]=[CH:35][CH:36]=6)[C:31]([CH3:38])=[CH:30][CH:29]=3)=[C:18]5[CH:17]=[CH:16][C:15]4=[C:14]([C:39]3[C:48]4[C:43](=[CH:44][CH:45]=[CH:46][CH:47]=4)[C:42]([CH3:49])=[CH:41][CH:40]=3)[CH:13]=2)=[CH:4][CH:3]=1.[Br:50]N1C(=O)CCC1=O.CN(C)C=O>O>[Br:50][C:21]1[C:22]2[C:27]3=[C:26]4[C:25](=[CH:24][CH:23]=2)[C:12]([C:5]2[C:6]5[C:11](=[CH:10][CH:9]=[CH:8][CH:7]=5)[C:2]([CH3:1])=[CH:3][CH:4]=2)=[CH:13][C:14]([C:39]2[C:48]5[C:43](=[CH:44][CH:45]=[CH:46][CH:47]=5)[C:42]([CH3:49])=[CH:41][CH:40]=2)=[C:15]4[CH:16]=[CH:17][C:18]3=[C:19]([C:28]2[C:37]3[C:32](=[CH:33][CH:34]=[CH:35][CH:36]=3)[C:31]([CH3:38])=[CH:30][CH:29]=2)[CH:20]=1. Procedure details: A mixed solution of 1.9 g of the above-mentioned 1,3,6-tri(4-methylnaphthalene-1-yl)pyrene, 0.64 g of N-bromosuccinimide and 15 ml of dimethylformamide was stirred under nitrogen gas stream at a temperature of 60° C. for 6 hours. After cooling the mixed solution to room temperature, 50 ml of water was injected thereinto to extract therefrom with 100 ml of dichloromethane. The organic layer was washed twice with 50 ml of water, dried by magnesium sulfate and thereafter concentrated by evaporation... Reactants: C(C)OP(OCC)(=O)C=CC1OC(C2OC(OC21)(C)C)N2N=NC1=C2N=CN=C1NC(C1=CC=CC=C1)=O ({2-[6-(7-Benzoylamino-[1,2,3]triazolo[4,5-d]pyrimidin-3-yl)-2,2-dimethyl-tetrahydro-furo[3,4-d][1,3]dioxol-4-yl]-vinyl}-phosphonic acid diethyl ester). The solvent is C(=O)(C(F)(F)F)O (TFA), O (H2O). Run at time 30 minute. Yields the product C(C)OP(OCC)(=O)C=CC1OC(C(C1O)O)N1N=NC2=C1N=CN=C2NC(C2=CC=CC=C2)=O ({2-[5-(7-Benzoylamino-[1,2,3]triazolo[4,5-d]pyrimidin-3-yl)-3,4-dihydroxy-tetrahydro-furan-2-yl]-vinyl}-phosphonic acid diethyl ester). The yield is 70.3%. RXN SMILES: [CH2:1]([O:3][P:4]([CH:9]=[CH:10][CH:11]1[CH:18]2[CH:14]([O:15]C(C)(C)[O:17]2)[CH:13]([N:21]2[C:25]3[N:26]=[CH:27][N:28]=[C:29]([NH:30][C:31](=[O:38])[C:32]4[CH:37]=[CH:36][CH:35]=[CH:34][CH:33]=4)[C:24]=3[N:23]=[N:22]2)[O:12]1)(=[O:8])[O:5][CH2:6][CH3:7])[CH3:2]>C(O)(C(F)(F)F)=O.O>[CH2:6]([O:5][P:4]([CH:9]=[CH:10][CH:11]1[CH:18]([OH:17])[CH:14]([OH:15])[CH:13]([N:21]2[C:25]3[N:26]=[CH:27][N:28]=[C:29]([NH:30][C:31](=[O:38])[C:32]4[CH:37]=[CH:36][CH:35]=[CH:34][CH:33]=4)[C:24]=3[N:23]=[N:22]2)[O:12]1)(=[O:8])[O:3][CH2:1][CH3:2])[CH3:7]. Procedure: Compound 6.4 (170 mg, 0.31 mmol) was dissolved in 90% TFA in H2O (10 mL). The mixture was stirred for 30 min and concentrated down under reduced pressure. The residue was subjected to a silica gel column chromatography eluting with 10% MeOH in CH2Cl2 to yield compound 6.5 (110 mg, 70% yield). 1HNMR (300 MHz, CD3OD) δ 1.24-1.28 (m, 6H), 3.96-4.06 (m, 4H), 4.63 (t, 1H, J=5.1), 4.73 (s, 1H), 4.97 (t, 1H, J=4.2), 5.92-6.04 (m, 1H), 6.5 (d, 1H, J=3.9), 6.81-6.96 (m, 1H), 7.55-8.12 (m, 5H), 8.77 (s, 1... Reactants: C1CC2(CCN1)CC2, CCN(C(C)C)C(C)C, CC(Cl)Cl, ClCCl, O=C(O)C(F)(F)F, COC(=O)C(CC(C)(F)F)N=C=O. Product: COC(=O)C(CC(C)(F)F)NC(=O)N1CCC2(CC1)CC2. As a reaction SMILES: [CH2:8]1[CH2:9][C:10]12[CH2:11][CH2:12][NH:13][CH2:14][CH2:15]2.[CH:16]([N:17]([CH2:18][CH3:19])[CH:20]([CH3:21])[CH3:22])([CH3:23])[CH3:24].[Cl:38][CH:39]([Cl:40])[CH3:41].[Cl:42][CH2:43][Cl:44].[F:1][C:2]([F:3])([F:4])[C:5]([OH:6])=[O:7].[F:25][C:26]([CH2:27][CH:28]([C:29](=[O:30])[O:31][CH3:32])[N:33]=[C:34]=[O:35])([CH3:36])[F:37]>>[CH2:8]1[CH2:9][C:10]12[CH2:11][CH2:12][N:13]([C:34]([NH:33][CH:28]([CH2:27][C:26]([F:25])([CH3:36])[F:37])[C:29](=[O:30])[O:31][CH3:32])=[O:35])[CH2:14][CH2:15]2. The reactants are ClC1=CC=CC2=C1C(N(CC=1N2C=NC1C=O)C)=O (7-chloro-5,6-dihydro-5-methyl-6-oxo-4H-imidazo[1,5-a][1,4]benzodiazepine-3-carboxaldehyde), C1(=CC=CC=C1)P(C1=CC=CC=C1)C1=CC=CC=C1 (triphenylphosphine), BrC(Br)(Br)Br (tetrabromomethane). Run in C(Cl)Cl (methylene chloride), C(Cl)Cl (methylene chloride). Run at time 6 hour. Yields the product Br.ClC1=CC=CC2=C1C(N(CC=1N2C=NC1C=C(Br)Br)C)=O (7-chloro-3-(2,2-dibromovinyl)-4,5-dihydro-5-methyl-6H-imidazo[1,5-a][1,4]benzodiazepin-6-one hydrobromide). RXN SMILES: [Cl:1][C:2]1[C:7]2[C:8](=[O:19])[N:9]([CH3:18])[CH2:10][C:11]3[N:12]([CH:13]=[N:14][C:15]=3[CH:16]=O)[C:6]=2[CH:5]=[CH:4][CH:3]=1.C1(P(C2C=CC=CC=2)C2C=CC=CC=2)C=CC=CC=1.[Br:39][C:40](Br)(Br)[Br:41]>C(Cl)Cl>[BrH:39].[Cl:1][C:2]1[C:7]2[C:8](=[O:19])[N:9]([CH3:18])[CH2:10][C:11]3[N:12]([CH:13]=[N:14][C:15]=3[CH:16]=[C:40]([Br:41])[Br:39])[C:6]=2[CH:5]=[CH:4][CH:3]=1 |f:4.5|. Reported procedure: 3.0 g (10.9 mmol) of 7-chloro-5,6-dihydro-5-methyl-6-oxo-4H-imidazo[1,5-a][1,4]benzodiazepine-3-carboxaldehyde and 5.7 g (21.7 mmol) of triphenylphosphine were dissolved in 80 ml of methylene chloride at room temperature. Thereafter, the mixture was cooled with an ice-bath to 0° and at this temperature there was added dropwise thereto a solution of 4.0 g (12.0 mmol) of tetrabromomethane in 15 ml of methylene chloride. Thereafter, the mixture was stirred at room temperature for a further 6 hours ... Reactants: C(C)(C)(C)OC(=O)N1CCN(CC1)C(=O)C1=C(N(C2=C1C=NC(=C2)OC)C2=CC=CC=C2)CC2=C(C(=CC=C2)F)C (4-[2-(3-Fluoro-2-methyl-benzyl)-6-methoxy-1-phenyl-1H-pyrrolo[3,2-c]pyridine-3-carbonyl]-piperazine-1-carboxylic acid tert-butyl ester), Cl.Cl.FC=1C(=C(CC2=C(C=3C=NC(=CC3N2C2=CC=CC=C2)OC)C(=O)N2CCNCC2)C=CC1)C ([2-(3-fluoro-2-methyl-benzyl)-6-methoxy-1-phenyl-1H-pyrrolo[3,2-c]pyridin-3-yl]-piperazin-1-yl-methanone dihydrochloride), Cl (hydrochloric acid). Yields the product FC=1C(=C(CC2=C(C=3C=NC(=CC3N2C2=CC=CC=C2)OC)C(=O)N2CCNCC2)C=CC1)C ([2-(3-Fluoro-2-methyl-benzyl)-6-methoxy-1-phenyl-1H-pyrrolo[3,2-c]pyridin-3-yl]-piperazin-1-yl-methanone). Yield: 82.3%. RXN SMILES: C(OC([N:8]1[CH2:13][CH2:12][N:11]([C:14]([C:16]2[C:20]3[CH:21]=[N:22][C:23]([O:25][CH3:26])=[CH:24][C:19]=3[N:18]([C:27]3[CH:32]=[CH:31][CH:30]=[CH:29][CH:28]=3)[C:17]=2[CH2:33][C:34]2[CH:39]=[CH:38][CH:37]=[C:36]([F:40])[C:35]=2[CH3:41])=[O:15])[CH2:10][CH2:9]1)=O)(C)(C)C.Cl.Cl.Cl.FC1C(C)=C(C=CC=1)CC1N(C2C=CC=CC=2)C2C=C(OC)N=CC=2C=1C(N1CCNCC1)=O>>[F:40][C:36]1[C:35]([CH3:41])=[C:34]([CH:39]=[CH:38][CH:37]=1)[CH2:33][C:17]1[N:18]([C:27]2[CH:28]=[CH:29][CH:30]=[CH:31][CH:32]=2)[C:19]2[CH:24]=[C:23]([O:25][CH3:26])[N:22]=[CH:21][C:20]=2[C:16]=1[C:14]([N:11]1[CH2:10][CH2:9][NH:8][CH2:13][CH2:12]1)=[O:15] |f:2.3.4|. Reported procedure: The compound of step 7 (33 mg, 59.1 μmol) was reacted analogously as described in example 1, step 7. Dissolution of the obtained solid in a small quantity of MOH, addition of hydrochloric acid (0.1 M) and lyophilization overnight yielded 22.3 mg of the title compound in the form of the [2-(3-fluoro-2-methyl-benzyl)-6-methoxy-1-phenyl-1H-pyrrolo[3,2-c]pyridin-3-yl]-piperazin-1-yl-methanone dihydrochloride. Starting materials: ClCCOC=1C=C2C(=NC(=NC2=CC1OC)C1=CC(=CC=C1)C1=CC=CC=C1)NC=1C=C2C=NN(C2=CC1)C(=O)OC(C)(C)C (tert-butyl 5-(6-(2-chloroethoxy)-2-[(3-phenyl)phenyl)-7-methoxyquinazolin-4-ylamino)-1H-indazole-1-carboxylate), CN1CCNCCC1 (1-methyl-1,4-diazepane). Run in CS(=O)C (DMSO). Run at temperature 85 celsius, time 2.5 hour. The product is C1(=CC=CC=C1)C=1C=C(C=CC1)C1=NC2=CC(=C(C=C2C(=N1)NC=1C=C2C=NN(C2=CC1)C(=O)OC(C)(C)C)OCCN1CCN(CCC1)C)OC (tert-butyl 5-(2-[(3-phenyl)phenyl)-7-methoxy-6-(2-(4-methyl-1,4-diazepan-1-yl)ethoxy)quinazolin-4-ylamino)-1H-indazole-1-carboxylate). Reaction SMILES: Cl[CH2:2][CH2:3][O:4][C:5]1[CH:6]=[C:7]2[C:12](=[CH:13][C:14]=1[O:15][CH3:16])[N:11]=[C:10]([C:17]1[CH:22]=[CH:21][CH:20]=[C:19]([C:23]3[CH:28]=[CH:27][CH:26]=[CH:25][CH:24]=3)[CH:18]=1)[N:9]=[C:8]2[NH:29][C:30]1[CH:31]=[C:32]2[C:36](=[CH:37][CH:38]=1)[N:35]([C:39]([O:41][C:42]([CH3:45])([CH3:44])[CH3:43])=[O:40])[N:34]=[CH:33]2.[CH3:46][N:47]1[CH2:53][CH2:52][CH2:51][NH:50][CH2:49][CH2:48]1>CS(C)=O>[C:23]1([C:19]2[CH:18]=[C:17]([C:10]3[N:9]=[C:8]([NH:29][C:30]4[CH:31]=[C:32]5[C:36](=[CH:37][CH:38]=4)[N:35]([C:39]([O:41][C:42]([CH3:43])([CH3:44])[CH3:45])=[O:40])[N:34]=[CH:33]5)[C:7]4[C:12](=[CH:13][C:14]([O:15][CH3:16])=[C:5]([O:4][CH2:3][CH2:2][N:50]5[CH2:51][CH2:52][CH2:53][N:47]([CH3:46])[CH2:48][CH2:49]5)[CH:6]=4)[N:11]=3)[CH:22]=[CH:21][CH:20]=2)[CH:24]=[CH:25][CH:26]=[CH:27][CH:28]=1. Procedure details: A mixture of tert-butyl 5-(6-(2-chloroethoxy)-2-[(3-phenyl)phenyl)-7-methoxyquinazolin-4-ylamino)-1H-indazole-1-carboxylate (0.25 g, 0.402 mmole), 1-methyl-1,4-diazepane (0.23 g, 0.25 mL, 2.00 mmoles) in DMSO was stirred at 85° C. for 2.5 h. The suspension was poured onto ice-water, filtered and re-dissolved in a mixture of CH2Cl2 and CH3OH and the solution was concentrated in vacuo. The residue was purified via preparative TLC (SiO2, 10% CH2Cl2/CH3OH-with 0.1% NH4OH) to give tert-butyl 5-(2-[(3... Reactants: BrC=1C=C2C(=NC1)C(CN2C2=C(C(=NC1=CC(=CC=C21)F)C2=NC=CC=C2)C)(C)C (4-(6-bromo-3,3-dimethyl-2,3-dihydro-1H-pyrrolo[3,2-b]pyridin-1-yl)-7-fluoro-3-methyl-2-(pyridin-2-yl)quinoline), O1CCC(=CC1)B1OC(C(O1)(C)C)(C)C (2-(3,6-dihydro-2H-pyran-4-yl)-4,4,5,5-tetramethyl-1,3,2-dioxaborolane), [O-]P(=O)([O-])[O-].[K+].[K+].[K+] (potassium phosphate tribasic), COC=1C=CC=C(C1C=2C=CC=CC2P(C3CCCCC3)C4CCCCC4)OC (SPhos). Reagents/catalysts: CC(=O)[O-].CC(=O)[O-].[Pd+2] (Pd(OAc)2). The solvent is C1(=CC=CC=C1)C (toluene). Conditions: temperature 100 celsius. The product is O1CCC(=CC1)C=1C=C2C(=NC1)C(CN2C2=C(C(=NC1=CC(=CC=C21)F)C2=NC=CC=C2)C)(C)C (4-(6-(3,6-dihydro-2H-pyran-4-yl)-3,3-dimethyl-2,3-dihydro-1H-pyrrolo[3,2-b]pyridin-1-yl)-7-fluoro-3-methyl-2-(2-pyridinyl)quinoline). RXN SMILES: Br[C:2]1[CH:3]=[C:4]2[N:10]([C:11]3[C:20]4[C:15](=[CH:16][C:17]([F:21])=[CH:18][CH:19]=4)[N:14]=[C:13]([C:22]4[CH:27]=[CH:26][CH:25]=[CH:24][N:23]=4)[C:12]=3[CH3:28])[CH2:9][C:8]([CH3:30])([CH3:29])[C:5]2=[N:6][CH:7]=1.[O:31]1[CH2:36][CH:35]=[C:34](B2OC(C)(C)C(C)(C)O2)[CH2:33][CH2:32]1.[O-]P([O-])([O-])=O.[K+].[K+].[K+].COC1C=CC=C(OC)C=1C1C=CC=CC=1P(C1CCCCC1)C1CCCCC1>C1(C)C=CC=CC=1.CC([O-])=O.CC([O-])=O.[Pd+2]>[O:31]1[CH2:32][CH:33]=[C:34]([C:2]2[CH:3]=[C:4]3[N:10]([C:11]4[C:20]5[C:15](=[CH:16][C:17]([F:21])=[CH:18][CH:19]=5)[N:14]=[C:13]([C:22]5[CH:27]=[CH:26][CH:25]=[CH:24][N:23]=5)[C:12]=4[CH3:28])[CH2:9][C:8]([CH3:30])([CH3:29])[C:5]3=[N:6][CH:7]=2)[CH2:35][CH2:36]1 |f:2.3.4.5,8.9.10|. Procedure: A mixture of 4-(6-bromo-3,3-dimethyl-2,3-dihydro-1H-pyrrolo[3,2-b]pyridin-1-yl)-7-fluoro-3-methyl-2-(pyridin-2-yl)quinoline (150 mg, 0.324 mmol), 2-(3,6-dihydro-2H-pyran-4-yl)-4,4,5,5-tetramethyl-1,3,2-dioxaborolane (102 mg, 0.486 mmol), potassium phosphate tribasic (206 mg, 0.971 mmol), Pd(OAc)2 (72.7 mg, 0.324 mmol) and SPhos (26.6 mg, 0.065 mmol) in toluene (2.5 mL) was heated in the microwave for 1 h at 100° C. After this time the reaction was partitioned between EtOAc (60 mL) and water (30 ... Starting materials: OC1=CC=C(C=C1)CCCOC1=C(C=C(C(=O)OC)C=C1)C(=O)NC1CC(CCC1)C(=O)OC (methyl 4-[3-(4-hydroxyphenyl)propoxy]-3-({[3-(methoxycarbonyl)cyclohexyl]amino}carbonyl)benzoate), ClCC1=CC=C(C=C1)OC(F)(F)F (1-(chloromethyl)-4-trifluoromethoxybenzene). Reported procedure: Methyl 3-({[3-(methoxycarbonyl)cyclohexyl]amino}carbonyl)-4-[3-(4-{[4-(trifluoromethoxy)benzyl]oxy}phenyl)propoxy]benzoate is prepared in analogy to the process described in Example 34 from methyl 4-[3-(4-hydroxyphenyl)propoxy]-3-({[3-(methoxycarbonyl)cyclohexyl]amino}carbonyl)benzoate and 1-(chloromethyl)-4-trifluoromethoxybenzene. RXN SMILES: [OH:1][C:2]1[CH:7]=[CH:6][C:5]([CH2:8][CH2:9][CH2:10][O:11][C:12]2[CH:21]=[CH:20][C:15]([C:16]([O:18][CH3:19])=[O:17])=[CH:14][C:13]=2[C:22]([NH:24][CH:25]2[CH2:30][CH2:29][CH2:28][CH:27]([C:31]([O:33][CH3:34])=[O:32])[CH2:26]2)=[O:23])=[CH:4][CH:3]=1.Cl[CH2:36][C:37]1[CH:42]=[CH:41][C:40]([O:43][C:44]([F:47])([F:46])[F:45])=[CH:39][CH:38]=1>>[CH3:34][O:33][C:31]([CH:27]1[CH2:28][CH2:29][CH2:30][CH:25]([NH:24][C:22]([C:13]2[CH:14]=[C:15]([CH:20]=[CH:21][C:12]=2[O:11][CH2:10][CH2:9][CH2:8][C:5]2[CH:6]=[CH:7][C:2]([O:1][CH2:36][C:37]3[CH:42]=[CH:41][C:40]([O:43][C:44]([F:45])([F:46])[F:47])=[CH:39][CH:38]=3)=[CH:3][CH:4]=2)[C:16]([O:18][CH3:19])=[O:17])=[O:23])[CH2:26]1)=[O:32]. The product is COC(=O)C1CC(CCC1)NC(=O)C=1C=C(C(=O)OC)C=CC1OCCCC1=CC=C(C=C1)OCC1=CC=C(C=C1)OC(F)(F)F (Methyl 3-({[3-(methoxycarbonyl)cyclohexyl]amino}carbonyl)-4-[3-(4-{[4-(trifluoromethoxy)benzyl]oxy}phenyl)propoxy]benzoate). Starting materials: C(C)C1=NC2=CC=CC=C2C(C1)=O (2-ethyl-4-quinolone), [H-].[Na+] (sodium hydride), CC1=CC=C(C=C1)B(O)O (4-methylphenylboronic acid), CC(CO)(CO)C (2,2-dimethylpropan-1,3-diol), BrCC1=CC=C(C=C1)B1OCC(CO1)(C)C (2-(4-bromomethylphenyl)-5,5-dimethyl-1,3,2-dioxaborinane), Cl (hydrochloric acid), BrN1C(CCC1=O)=O (N-bromosuccinimide). The reagents and catalysts are N(=NC(C#N)(C)C)C(C#N)(C)C (azo(bisisobutyronitrile)). Solvent: O (water), CN1CCCC1=O (NMP), CN1CCCC1=O (NMP), C(C)(=O)OCC (ethyl acetate), C1CCCCC1 (cyclohexane), C1CCCCC1 (cyclohexane), O (water). Reaction conditions: time 20 minute. Yields the product Cl.C(C)C1=NC2=CC=CC=C2C(=C1)OCC1=CC=C(C=C1)B(O)O (4-[(2-ethylquinolin-4-yloxy)methyl]phenylboronic acid hydrochloride). Reaction SMILES: [CH2:1]([C:3]1[CH2:12][C:11](=[O:13])[C:10]2[C:5](=[CH:6][CH:7]=[CH:8][CH:9]=2)[N:4]=1)[CH3:2].[H-].[Na+].Br[CH2:17][C:18]1[CH:23]=[CH:22][C:21]([B:24]2[O:29]CC(C)(C)C[O:25]2)=[CH:20][CH:19]=1.CC1C=CC(B(O)O)=CC=1.CC(C)(CO)CO.BrN1C(=O)CCC1=O.[ClH:57]>CN1C(=O)CCC1.C1CCCCC1.C(OCC)(=O)C.N(C(C)(C)C#N)=NC(C)(C)C#N.O>[ClH:57].[CH2:1]([C:3]1[CH:12]=[C:11]([O:13][CH2:17][C:18]2[CH:23]=[CH:22][C:21]([B:24]([OH:29])[OH:25])=[CH:20][CH:19]=2)[C:10]2[C:5](=[CH:6][CH:7]=[CH:8][CH:9]=2)[N:4]=1)[CH3:2] |f:1.2,13.14|. Procedure details: A solution of 2-ethyl-4-quinolone (6.9 g; 0.04 mole) in (NMP) (50 ml) was added over 30 minutes to a stirred suspension of sodium hydride (1.6 g of a 60% dispersion in mineral oil; 0.04 mole) in NMP (50 ml) and the mixture stirred for 30 minutes. A solution of 2-(4-bromomethylphenyl)-5,5-dimethyl-1,3,2-dioxaborinane in cyclohexane [previously prepared by heating a mixture of 4-methylphenylboronic acid (6.8 g) and 2,2-dimethylpropan-1,3-diol (5.2 g) in cyclohexane (150 ml) at reflux with azeotrop...